Dataset: the Open Reaction Database (ORD), a public repository of structured organic reaction records. Task: describe an organic reaction: reactants, conditions, products, and yield Reactants: FC=1C=C(C=CC1)[N+](=O)[O-] (3-fluoronitrobenzene), NCCCN1C=NC=C1 (1-(3-aminopropyl)imidazole), O (water). Solvent: CS(=O)C (dimethyl sulfoxide). Reaction conditions: temperature 100 celsius, time 60 hour. Product: N1(C=NC=C1)CCCNC1=CC(=CC=C1)[N+](=O)[O-] (N-3-(imidazol-1-yl)propyl-3-nitroaniline). Reaction SMILES: F[C:2]1[CH:3]=[C:4]([N+:8]([O-:10])=[O:9])[CH:5]=[CH:6][CH:7]=1.[NH2:11][CH2:12][CH2:13][CH2:14][N:15]1[CH:19]=[CH:18][N:17]=[CH:16]1.O>CS(C)=O>[N:15]1([CH2:14][CH2:13][CH2:12][NH:11][C:2]2[CH:7]=[CH:6][CH:5]=[C:4]([N+:8]([O-:10])=[O:9])[CH:3]=2)[CH:19]=[CH:18][N:17]=[CH:16]1. Reported procedure: 28.2 g 3-fluoronitrobenzene and 137.5 g 1-(3-aminopropyl)imidazole were dissolved in 300 ml dimethyl sulfoxide, and the batch was stirred for 60 h at 100° C. After cooling, the batch was poured into 1 l water. The precipitated product was suction-filtered and dried overnight under vacuum. Starting materials: OC1=C(C=NC=2N1N=CC2)C(=O)OCC (ethyl 7-hydroxypyrazolo[1,5-a]pyrimidine-6-carboxylate), CC1=CC(=C(N)C=C1)F (4-methyl-2-fluoroaniline). Yields the product FC1=C(C=CC(=C1)C)NC1=C(C=NC=2N1N=CC2)C(=O)OCC (Ethyl 7-(2-fluoro-4-methylphenylamino)pyrazolo[1,5-a]pyrimidine-6-carboxylate). The yield is 53.5%. Reaction SMILES: O[C:2]1[N:7]2[N:8]=[CH:9][CH:10]=[C:6]2[N:5]=[CH:4][C:3]=1[C:11]([O:13][CH2:14][CH3:15])=[O:12].[CH3:16][C:17]1[CH:23]=[CH:22][C:20]([NH2:21])=[C:19]([F:24])[CH:18]=1>>[F:24][C:19]1[CH:18]=[C:17]([CH3:16])[CH:23]=[CH:22][C:20]=1[NH:21][C:2]1[N:7]2[N:8]=[CH:9][CH:10]=[C:6]2[N:5]=[CH:4][C:3]=1[C:11]([O:13][CH2:14][CH3:15])=[O:12]. Procedure details: Using ethyl 7-hydroxypyrazolo[1,5-a]pyrimidine-6-carboxylate (5.0 g, 24.1 mmol) and 4-methyl-2-fluoroaniline (6.04 g, 48.3 mmol) instead of 4-fluoro-2-methylaniline, and in the same manner as in Example 1 step 1, the title compound (4.05 g, 53%) was obtained. Procedure: To a mixture of pentafluorophenyl isocyanate (0.03 mL, 0.23 mmol) and iPr2NEt (0.05 mL, 0.29 mmol) in DMF (1 mL), a hot solution of 7-chloro-4-(1-piperazinyl)-2-quinolinamine (50 mg, 0.19 mmol) in DMF (2 mL) was added. After stirring at rt overnight, the mixture was poured into ice-water. The solid was collected by filtration and re-dissolved in CH2Cl2-MeOH, then purified by preparative TLC (CH2Cl2-MeOH, 9:1) affording the product as a light yellow solid. LC-MS: 472 (M++1). 1HNMR (DMSO-d6) δ 3.0... As a reaction SMILES: [F:1][C:2]1[C:7]([N:8]=[C:9]=[O:10])=[C:6]([F:11])[C:5]([F:12])=[C:4]([F:13])[C:3]=1[F:14].CCN(C(C)C)C(C)C.[Cl:24][C:25]1[CH:34]=[C:33]2[C:28]([C:29]([N:36]3[CH2:41][CH2:40][NH:39][CH2:38][CH2:37]3)=[CH:30][C:31]([NH2:35])=[N:32]2)=[CH:27][CH:26]=1>CN(C=O)C>[NH2:35][C:31]1[CH:30]=[C:29]([N:36]2[CH2:37][CH2:38][N:39]([C:9]([NH:8][C:7]3[C:2]([F:1])=[C:3]([F:14])[C:4]([F:13])=[C:5]([F:12])[C:6]=3[F:11])=[O:10])[CH2:40][CH2:41]2)[C:28]2[C:33](=[CH:34][C:25]([Cl:24])=[CH:26][CH:27]=2)[N:32]=1. Product: NC1=NC2=CC(=CC=C2C(=C1)N1CCN(CC1)C(=O)NC1=C(C(=C(C(=C1F)F)F)F)F)Cl (4-(2-Amino-7-chloro-4-quinolinyl)-N-(2,3,4,5,6-pentafluorophenyl)-1-piperazinecarboxamide). Run at time 8 hour. Reactants: ClC1=CC=C2C(=CC(=NC2=C1)N)N1CCNCC1 (7-chloro-4-(1-piperazinyl)-2-quinolinamine), ice water, FC1=C(C(=C(C(=C1N=C=O)F)F)F)F (pentafluorophenyl isocyanate), CCN(C(C)C)C(C)C (iPr2NEt). The solvent is CN(C)C=O (DMF), CN(C)C=O (DMF).